Dataset: the Open Reaction Database (ORD), a public repository of structured organic reaction records. Task: describe an organic reaction: reactants, conditions, products, and yield Starting materials: NC1=C(C(=O)OCC)C=CC=C1N (ethyl 2,3-diaminobenzoate), Cl (hydrochloric acid), C(C1=CC=CC=C1)=O (benzaldehyde). The solvent is CO (methanol). Run at time 1 hour. The product is C1(=CC=CC=C1)C=1NC2=C(N1)C=CC=C2C(=O)OCC (ethyl 2-phenylbenzimidazole-4-carboxylate), crystal. Reaction SMILES: [NH2:1][C:2]1[C:12]([NH2:13])=[CH:11][CH:10]=[CH:9][C:3]=1[C:4]([O:6][CH2:7][CH3:8])=[O:5].Cl.[CH:15](=O)[C:16]1[CH:21]=[CH:20][CH:19]=[CH:18][CH:17]=1>CO>[C:16]1([C:15]2[NH:1][C:2]3[C:3]([C:4]([O:6][CH2:7][CH3:8])=[O:5])=[CH:9][CH:10]=[CH:11][C:12]=3[N:13]=2)[CH:21]=[CH:20][CH:19]=[CH:18][CH:17]=1. Reported procedure: To a solution of ethyl 2,3-diaminobenzoate (3.0 g) in methanol (60 mL) was added 1 N hydrochloric acid (0.6 mL) and benzaldehyde (1.7 mL), and the mixture was stirred at room temperature for 1 hour. After evaporation of the solvent under a reduced pressure, to the solution of the obtained residue in dichloromethane was added silica gel. The solvent was evaporated under a reduced pressure, and the resulting residue was heated at 100° C. for 1 hour. By purifying the reaction mixture by a silica ge...